This data is from the Open Reaction Database (ORD), a public repository of structured organic reaction records. The task is: describe an organic reaction: reactants, conditions, products, and yield Starting materials: C(=O)C1=C(N=C2N1C=CC=1C([C@@H]([C@H](NC21)C2=CC=CC=C2)O)=O)C ((8R,9R)-3-formyl-8-hydroxy-2-methyl-7-oxo-9-phenyl-7,8,9,10-tetrahydro-imidazo[1,2-h][1,7]naphthyridine), [BH4-].[Na+] (sodium borohydride). Run in CO (methanol). Conditions: time 30 minute. The product is OCC1=C(N=C2N1C=CC=1[C@H]([C@@H]([C@H](NC21)C2=CC=CC=C2)O)O)C ((7R,8R,9R)-3-Hydroxymethyl-7,8-dihydroxy-2-methyl-9-phenyl-7,8,9,10-tetrahydro-imidazo[1,2-h][1,7]naphthyridine). Yield: 70.5%. RXN SMILES: [CH:1]([C:3]1[N:7]2[CH:8]=[CH:9][C:10]3[C:11](=[O:23])[C@H:12]([OH:22])[C@@H:13]([C:16]4[CH:21]=[CH:20][CH:19]=[CH:18][CH:17]=4)[NH:14][C:15]=3[C:6]2=[N:5][C:4]=1[CH3:24])=[O:2].[BH4-].[Na+]>CO>[OH:2][CH2:1][C:3]1[N:7]2[CH:8]=[CH:9][C:10]3[C@@H:11]([OH:23])[C@H:12]([OH:22])[C@@H:13]([C:16]4[CH:21]=[CH:20][CH:19]=[CH:18][CH:17]=4)[NH:14][C:15]=3[C:6]2=[N:5][C:4]=1[CH3:24] |f:1.2|. Procedure: 0.07 g of (8R,9R)-3-formyl-8-hydroxy-2-methyl-7-oxo-9-phenyl-7,8,9,10-tetrahydro-imidazo[1,2-h][1,7]naphthyridine are dissolved in 5 ml of dry methanol, and 0.1 g of sodium borohydride is added. The mixture is stirred for 30 min and concentrated in vacuo. The oily residue is partitioned between water and chloroform. The organic layer is separated, dried over anhydrous sodium sulfate and concentrated. The product is purified by flash chromatography on silica gel (eluent: dichloromethane/methanol ...